This data is from the Open Reaction Database (ORD), a public repository of structured organic reaction records. The task is: describe an organic reaction: reactants, conditions, products, and yield Starting materials: N/C=1/C\C(=C/C2=C(\N1)C=C(C=C2)Br)\C(=O)N(CCC)CCC ((1E,4E)-2-amino-8-bromo-N,N-dipropyl-3H-benzo[b]azepine-4-carboxamide), COC(=O)C1=CC=C(C=C1)B(O)O (4-(methoxycarbonyl)phenylboronic acid), C([O-])([O-])=O.[K+].[K+] (potassium carbonate), COC(=O)C1=CC=C(C=C1)B(O)O (4-(methoxycarbonyl)phenylboronic acid), CCOC(=O)C (EtOAc). Reagents/catalysts: C=1C=CC(=CC1)[P](C=2C=CC=CC2)(C=3C=CC=CC3)[Pd]([P](C=4C=CC=CC4)(C=5C=CC=CC5)C=6C=CC=CC6)([P](C=7C=CC=CC7)(C=8C=CC=CC8)C=9C=CC=CC9)[P](C=1C=CC=CC1)(C=1C=CC=CC1)C=1C=CC=CC1 (tetrakis(triphenylphosphine)palladium(0)). Solvent: C(C)#N (acetonitrile). Reaction conditions: temperature 100 celsius. Yields the product N/C=1/C\C(=C/C2=C(\N1)C=C(C=C2)C2=CC=C(OCC(=O)OCC)C=C2)\C(N(CCC)CCC)=O (Ethyl 2-(4-((1E,4E)-2-amino-4-(dipropylcarbamoyl)-3H-benzo[b]azepin-8-yl)phenoxy)acetate). The yield is 21.0%. As a reaction SMILES: CO[C:3]([C:5]1[CH:10]=[CH:9][C:8](B(O)O)=[CH:7][CH:6]=1)=O.[NH2:14][C:15]1[CH2:16][C:17]([C:27]([N:29]([CH2:33][CH2:34][CH3:35])[CH2:30][CH2:31][CH3:32])=[O:28])=[CH:18][C:19]2[CH:25]=[CH:24]C(Br)=[CH:22][C:20]=2[N:21]=1.C(=O)([O-])[O-:37].[K+].[K+].[CH3:42][CH2:43][O:44][C:45]([CH3:47])=[O:46]>C(#N)C.C1C=CC([P]([Pd]([P](C2C=CC=CC=2)(C2C=CC=CC=2)C2C=CC=CC=2)([P](C2C=CC=CC=2)(C2C=CC=CC=2)C2C=CC=CC=2)[P](C2C=CC=CC=2)(C2C=CC=CC=2)C2C=CC=CC=2)(C2C=CC=CC=2)C2C=CC=CC=2)=CC=1>[NH2:14][C:15]1[CH2:16][C:17]([C:27](=[O:28])[N:29]([CH2:30][CH2:31][CH3:32])[CH2:33][CH2:34][CH3:35])=[CH:18][C:19]2[CH:25]=[CH:24][C:3]([C:5]3[CH:6]=[CH:7][C:8]([O:37][CH2:47][C:45]([O:44][CH2:43][CH3:42])=[O:46])=[CH:9][CH:10]=3)=[CH:22][C:20]=2[N:21]=1 |f:2.3.4,^1:54,56,75,94|. Reported procedure: Ethyl 2-(4-((1E,4E)-2-amino-4-(dipropylcarbamoyl)-3H-benzo[b]azepin-8-yl)phenoxy)acetate (21%) was prepared as follows, substituting ethyl 2-(4-(4,4,5,5-tetramethyl-1,3,2-dioxaborolan-2-yl)phenoxy)acetate for 4-(methoxycarbonyl)phenylboronic acid. (1E,4E)-2-amino-8-bromo-N,N-dipropyl-3H-benzo[b]azepine-4-carboxamide (75.0 mgs, 0.206 mmol), 4-(methoxycarbonyl)phenylboronic acid (55.6 mgs, 0.309 mmol, tetrakis(triphenylphosphine)palladium(0) (23.8 mgs, 0.021 mmol), 2M aqueous potassium carbonate (... The reactants are FC(C(=O)O)(F)F.FC1=CC=C(C(=C1C#N)C)[C@H]1CN2[C@H](CO1)CNCC2 (6-Fluoro-2-methyl-3-((3S,9aS)-octahydropyrazino[2,1-c][1,4]oxazin-3-yl)benzonitrile 2,2,2-trifluoroacetate), TEA, N1(N=NN=C1)C=1C=CC(=NC1)CC(=O)O (2-(5-(1H-tetrazol-1-yl)pyridin-2-yl)acetic acid), C=1C=CC2=C(C1)N=NN2O (HOBT), C(CCl)Cl (EDC), [Cl-].[Na+].O.C(=O)(O)[O-].[Na+] (brine NaHCO3). The solvent is C(Cl)Cl (DCM). Run at time 5 minute. The product is N1(N=NN=C1)C=1C=CC(=NC1)CC(=O)N1C[C@H]2CO[C@H](CN2CC1)C=1C(=C(C#N)C(=CC1)F)C (3-((3S,9aS)-8-(2-(5-(1H-tetrazol-1-yl)pyridin-2-yl)acetyl)-octahydropyrazino[2,1-c][1,4]oxazin-3-yl)-6-fluoro-2-methylbenzonitrile). RXN SMILES: FC(F)(F)C(O)=O.[F:8][C:9]1[C:14]([C:15]#[N:16])=[C:13]([CH3:17])[C:12]([C@@H:18]2[O:23][CH2:22][C@@H:21]3[CH2:24][NH:25][CH2:26][CH2:27][N:20]3[CH2:19]2)=[CH:11][CH:10]=1.[N:28]1([C:33]2[CH:34]=[CH:35][C:36]([CH2:39][C:40](O)=[O:41])=[N:37][CH:38]=2)[CH:32]=[N:31][N:30]=[N:29]1.C1C=CC2N(O)N=NC=2C=1.C(Cl)CCl.[Cl-].[Na+].O.C([O-])(O)=O.[Na+]>C(Cl)Cl>[N:28]1([C:33]2[CH:34]=[CH:35][C:36]([CH2:39][C:40]([N:25]3[CH2:26][CH2:27][N:20]4[C@H:21]([CH2:22][O:23][C@@H:18]([C:12]5[C:13]([CH3:17])=[C:14]([C:9]([F:8])=[CH:10][CH:11]=5)[C:15]#[N:16])[CH2:19]4)[CH2:24]3)=[O:41])=[N:37][CH:38]=2)[CH:32]=[N:31][N:30]=[N:29]1 |f:0.1,5.6.7.8.9|. Procedure: 6-Fluoro-2-methyl-3-((3S,9aS)-octahydropyrazino[2,1-c][1,4]oxazin-3-yl)benzonitrile 2,2,2-trifluoroacetate (1.06 g, 2.71 mmol) was suspended in DCM (20 mL) and TEA (1.13 ml, 8.13 mmol) was added. The mixture was stirred for 5 min and then 2-(5-(1H-tetrazol-1-yl)pyridin-2-yl)acetic acid (0.555 g, 2.71 mmol), HOBT (0.623 g, 4.07 mmol) and EDC (1.039 g, 5.42 mmol) were added and the mixture was stirred for 4 h. The reaction mixture was poured into brine/NaHCO3 mixture. The DCM layer was separated a... Reactants: S(N)(=O)(=O)C1=CC=C(C(=O)Cl)C=C1 (p-sulfamoylbenzoyl chloride), C(C)OC1=C(C=CC(=C1)[C@H]1[C@H](CCCC1)N)OC ((+/-)-cis-2-ethoxy-1-methoxy-4-(2-aminocyclohexyl)benzene), C(C)OC1=C(C=CC(=C1)[C@H]1[C@H](CCCC1)N)OC ((+/-)-cis-2-ethoxy-1-methoxy-4-(2-aminocyclohexyl)benzene). Solvent: C(Cl)Cl (methylene chloride), C(C)N(CC)CC (triethylamine), C(Cl)Cl (methylene chloride). Conditions: time 8 hour. Yields the product C(C)OC=1C=C(C=CC1OC)[C@@H]1[C@@H](CCCC1)NC(C1=CC=C(C=C1)S(N)(=O)=O)=O ((+/-)-cis-N-[2-(3-Ethoxy-4-methoxyphenyl)cyclohexyl]-4-sulfamoylbenzamide). Isolated yield 23.1%. As a reaction SMILES: [CH2:1]([O:3][C:4]1[CH:9]=[C:8]([C@@H:10]2[CH2:15][CH2:14][CH2:13][CH2:12][C@@H:11]2[NH2:16])[CH:7]=[CH:6][C:5]=1[O:17][CH3:18])[CH3:2].[S:19]([C:23]1[CH:31]=[CH:30][C:26]([C:27](Cl)=[O:28])=[CH:25][CH:24]=1)(=[O:22])(=[O:21])[NH2:20]>C(Cl)Cl.C(N(CC)CC)C>[CH2:1]([O:3][C:4]1[CH:9]=[C:8]([C@H:10]2[CH2:15][CH2:14][CH2:13][CH2:12][C@H:11]2[NH:16][C:27](=[O:28])[C:26]2[CH:30]=[CH:31][C:23]([S:19](=[O:22])(=[O:21])[NH2:20])=[CH:24][CH:25]=2)[CH:7]=[CH:6][C:5]=1[O:17][CH3:18])[CH3:2]. Reported procedure: 3.0 g of (+/-)-cis-2-ethoxy-1-methoxy-4-(2-aminocyclohexyl)benzene (compound B1) are dissolved in 40 ml of methylene chloride and 10 ml of triethylamine. A solution of 3.3 g of p-sulfamoylbenzoyl chloride in 60 ml of methylene chloride is added dropwise at RT, the mixture is extracted after stirring overnight with 100 ml each of water, 2N hydrochloric acid, saturated sodium hydrogencarbonate solution and water again. The organic phase is dried using sodium sulfate and concentrated. The residue i... Starting materials: CN1CCNCC1, CCOC(C)=O, CSc1ncc(Oc2ccc(Cl)cc2)c(=O)[nH]1. Yields the product CN1CCN(c2ncc(Oc3ccc(Cl)cc3)c(=O)[nH]2)CC1. As a reaction SMILES: [CH3:18][N:19]1[CH2:20][CH2:21][NH:22][CH2:23][CH2:24]1.[CH3:25][CH2:26][O:27][C:28](=[O:29])[CH3:30].[Cl:1][c:2]1[cH:3][cH:4][c:5]([O:6][c:7]2[c:8](=[O:15])[nH:9][c:10]([S:13][CH3:14])[n:11][cH:12]2)[cH:16][cH:17]1>>[Cl:1][c:2]1[cH:3][cH:4][c:5]([O:6][c:7]2[c:8](=[O:15])[nH:9][c:10]([N:22]3[CH2:21][CH2:20][N:19]([CH3:18])[CH2:24][CH2:23]3)[n:11][cH:12]2)[cH:16][cH:17]1. The reactants are NC1=NC(=C(C(=N1)C=1OC=CC1)C#N)S(=O)C (2-amino-4-furan-2-yl-6-methanesulfinyl-pyrimidine-5-carbonitrile), NCC1=NC=CC=C1 (2-(aminomethyl)pyridine). Solvent: COCCOC (DME). The product is NC1=NC(=C(C(=N1)C=1OC=CC1)C#N)NCC1=NC=CC=C1 (2-Amino-4-furan-2-yl-6-[(pyridin-2-ylmethyl)-amino]-pyrimidine-5-carbonitrile). As a reaction SMILES: [NH2:1][C:2]1[N:7]=[C:6]([C:8]2[O:9][CH:10]=[CH:11][CH:12]=2)[C:5]([C:13]#[N:14])=[C:4](S(C)=O)[N:3]=1.[NH2:18][CH2:19][C:20]1[CH:25]=[CH:24][CH:23]=[CH:22][N:21]=1>COCCOC>[NH2:1][C:2]1[N:7]=[C:6]([C:8]2[O:9][CH:10]=[CH:11][CH:12]=2)[C:5]([C:13]#[N:14])=[C:4]([NH:18][CH2:19][C:20]2[CH:25]=[CH:24][CH:23]=[CH:22][N:21]=2)[N:3]=1. Procedure: From 2-amino-4-furan-2-yl-6-methanesulfinyl-pyrimidine-5-carbonitrile and 2-(aminomethyl)pyridine in DME. ES-MS m/e (%): 293 (M+H+, 100).